This data is from the Open Reaction Database (ORD), a public repository of structured organic reaction records. The task is: describe an organic reaction: reactants, conditions, products, and yield Starting materials: C(C1=CC=CC=C1)(=O)N1CCN(CC1)C(C(=O)C1=CNC=2C1=NC=CC2Cl)=O ((4-benzoyl-piperazin-1-yl)-2-(7-chloro-1H-pyrrolo[3,2-b]pyridin-3-yl)-ethane-1,2-dione), N1N=NC=C1 (1H-1,2,3-triazole), Cu, C(=O)([O-])[O-].[K+].[K+] (K2CO3). The solvent is CO (MeOH). The product is C(C1=CC=CC=C1)(=O)N1CCN(CC1)C(C(=O)C1=CNC=2C1=NC=CC2N2N=CC=N2)=O (1-(4-benzoyl-piperazin-1-yl)-2-(7-[1,2,3]triazol-2-yl-1H-pyrrolo[3,2-b]pyridin-3-yl)-ethane-1,2-dione). RXN SMILES: [C:1]([N:9]1[CH2:14][CH2:13][N:12]([C:15](=[O:28])[C:16]([C:18]2[C:22]3=[N:23][CH:24]=[CH:25][C:26](Cl)=[C:21]3[NH:20][CH:19]=2)=[O:17])[CH2:11][CH2:10]1)(=[O:8])[C:2]1[CH:7]=[CH:6][CH:5]=[CH:4][CH:3]=1.[NH:29]1[CH:33]=[CH:32][N:31]=[N:30]1.C([O-])([O-])=O.[K+].[K+]>CO>[C:1]([N:9]1[CH2:14][CH2:13][N:12]([C:15](=[O:28])[C:16]([C:18]2[C:22]3=[N:23][CH:24]=[CH:25][C:26]([N:30]4[N:31]=[CH:32][CH:33]=[N:29]4)=[C:21]3[NH:20][CH:19]=2)=[O:17])[CH2:11][CH2:10]1)(=[O:8])[C:2]1[CH:7]=[CH:6][CH:5]=[CH:4][CH:3]=1 |f:2.3.4|. Procedure details: Example 205 and 206. In a sealed tube -(4-benzoyl-piperazin-1-yl)-2-(7-chloro-1H-pyrrolo[3,2-b]pyridin-3-yl)-ethane-1,2-dione (30 mg, 0.076 mmol), 1H-1,2,3-triazole (160 mg, 2.3 mmol), Cu (0) (10 mg, 0.16 mmol) and K2CO3 (11 mg, 0.080 mmol) were heated at 160° C. for 16 h. The reaction mixture was diluted with MeOH, filtered through celite and concentrated. The reaction mixture was diluted with MeOH, filtered through celite and concentrated. The residue was purified by preparative HPLC to provid...